This data is from the Open Reaction Database (ORD), a public repository of structured organic reaction records. The task is: describe an organic reaction: reactants, conditions, products, and yield Reactants: CN(C1(CC=C(CC1)C=1NC2=CC=CC=C2C1CCCC(=O)O)C1=CC=CC=C1)C ((±)-4-[2-(-4-dimethylamino-4-phenyl-cyclohex-1-enyl)-1H-indol-3-yl]butanoic acid), [H][H] (hydrogen). The reagents and catalysts are [Pd] (Palladium), [Pd] (Pd/C). The solvent is CO (methanol). Yields the product CN(C1(CCC(CC1)C=1NC2=CC=CC=C2C1CCCC(=O)O)C1=CC=CC=C1)C (4-[2-(4-Dimethylamino-4-phenylcyclohexyl)-1H-indol-3-yl]butanoic acid). Reaction SMILES: [CH3:1][N:2]([CH3:30])[C:3]1([C:24]2[CH:29]=[CH:28][CH:27]=[CH:26][CH:25]=2)[CH2:8][CH2:7][C:6]([C:9]2[NH:10][C:11]3[C:16]([C:17]=2[CH2:18][CH2:19][CH2:20][C:21]([OH:23])=[O:22])=[CH:15][CH:14]=[CH:13][CH:12]=3)=[CH:5][CH2:4]1.[H][H]>[Pd].CO>[CH3:30][N:2]([CH3:1])[C:3]1([C:24]2[CH:29]=[CH:28][CH:27]=[CH:26][CH:25]=2)[CH2:8][CH2:7][CH:6]([C:9]2[NH:10][C:11]3[C:16]([C:17]=2[CH2:18][CH2:19][CH2:20][C:21]([OH:23])=[O:22])=[CH:15][CH:14]=[CH:13][CH:12]=3)[CH2:5][CH2:4]1. Reported procedure: Palladium as the catalyst (Pd/C, 5%, 200 mg) was added to (±)-4-[2-(-4-dimethylamino-4-phenyl-cyclohex-1-enyl)-1H-indol-3-yl]butanoic acid (500 mg, 1.2 mmol) in abs. methanol (50 ml) and hydrogenation was carried out at RT for 6 h (hydrogen pressure: 3 bar). The catalyst was removed with the aid of a frit provided with a layer of Celite 1 cm high. The residue was rinsed thoroughly with methanol (500 ml). The solvent was distilled off in vacuo. 4-[2-(4-Dimethylamino-4-phenylcyclohexyl)-1H-indol-3... Starting materials: C(C1=CC=CC=C1)OC(CCCO)C (4-(benzyloxy)pentan-1-ol), CC(=O)C.OS(=O)(=O)O.O=[Cr](=O)=O (Jones reagent), S(=O)([O-])[O-].[Na+].[Na+] (Sodium sulfite). Solvent: CC(=O)C (acetone). Run at time 30 minute. Product: C(C1=CC=CC=C1)OC(CCC(=O)O)C (4-(Benzyloxy)pentanoic acid). The yield is 63.0%. As a reaction SMILES: [CH2:1]([O:8][CH:9]([CH3:14])[CH2:10][CH2:11][CH2:12][OH:13])[C:2]1[CH:7]=[CH:6][CH:5]=[CH:4][CH:3]=1.CC(C)=[O:17].OS(O)(=O)=O.O=[Cr](=O)=O.S([O-])([O-])=O.[Na+].[Na+]>CC(C)=O>[CH2:1]([O:8][CH:9]([CH3:14])[CH2:10][CH2:11][C:12]([OH:17])=[O:13])[C:2]1[CH:7]=[CH:6][CH:5]=[CH:4][CH:3]=1 |f:1.2.3,4.5.6|. Procedure details: To a solution of 4-(benzyloxy)pentan-1-ol (350 mg, 1.80 mmol) in acetone (20 mL) was added Jones reagent (1.9M, 1.9 mL, 3.6 mmol) under ice-cooling, and the mixture was stirred for 30 min. Sodium sulfite was added to the reaction solution, and the solvent was evaporated under reduced pressure. The residual aqueous solution was washed with ethyl acetate, acidified with 1N hydrochloric acid, and extracted with ethyl acetate. The extract was dried over anhydrous sodium sulfate, and the solvent was ... Reactants: C(C)(=O)O (acetic acid), C(#N)C1=CC=C(C=C1)C#N (1,4-dicyanobenzene), C[O-].[Na+] (sodium methoxide). Run in CO (methanol). Run at time 22 hour. Yields the product crude product, C(#N)C1=CC=C(C=C1)C(OC)=N (methyl 4-cyanobenzenecarboximidate). Yield: 706.3%. RXN SMILES: [C:1]([C:3]1[CH:8]=[CH:7][C:6]([C:9]#[N:10])=[CH:5][CH:4]=1)#[N:2].C[O-].[Na+].[C:14](O)(=[O:16])C>CO>[C:1]([C:3]1[CH:8]=[CH:7][C:6]([C:9](=[NH:10])[O:16][CH3:14])=[CH:5][CH:4]=1)#[N:2] |f:1.2|. Reported procedure: 1,4-dicyanobenzene (6.41 g, 50 mmol) was suspended in methanol (100 ml), and sodium methoxide (0.27 g, 5.0 mmol) was added. The mixture was stirred at room temperature for 22 hours. After the reaction was completed, acetic acid (0.31 g, 5.1 mmol) was added to neutralize the reaction solution, and the solution was concentrated under reduced pressure. Dichloromethane (50 ml) and diethyl ether (50 ml) were added to the concentrated residue, and insolubles were removed by filtration. The filtrate wa... The reactants are CC(C)(C)C(=O)Oc2ccc1ccccc1c2 (substrate), O=C=NC1CCCCC1 (effective_coupling_partner). The reagents and catalysts are dppf. Conditions: temperature 80 celsius, time 24 hour. The product is O=C(NC1CCCCC1)c3ccc2ccccc2c3. Starting materials: C(=O)(C(=O)OCC)NC1=C(C=C(C=C1)F)[N+](=O)[O-] (2-ethoxalylamino-5-fluoronitrobenzene). The reagents and catalysts are [Pd] (Pd-C). The solvent is CN(C)C=O (DMF). Yields the product FC1=CC=C2NC(C(N(C2=C1)O)=O)=O (7-fluoro-1-hydroxyquinoxaline-2,3-(1H,4H)-dione). Yield: 85.8%. RXN SMILES: [C:1]([NH:8][C:9]1[CH:14]=[CH:13][C:12]([F:15])=[CH:11][C:10]=1[N+:16]([O-:18])=O)([C:3](OCC)=[O:4])=[O:2]>[Pd].CN(C=O)C>[F:15][C:12]1[CH:11]=[C:10]2[C:9]([NH:8][C:1](=[O:2])[C:3](=[O:4])[N:16]2[OH:18])=[CH:14][CH:13]=1. Procedure: To a mixture of 5.6 g of 2-ethoxalylamino-5-fluoronitrobenzene and 170 ml of DMF was added 0.3 g of 10% Pd-C, and hydrogenation reaction was carried out at ordinary temperature and pressure. The reaction mixture was then filtered and concentrated under reduced pressure. The resulting residue was recrystallized from ethanol to provide 3.68 g (85%) of 7-fluoro-1-hydroxyquinoxaline-2,3-(1H,4H)-dione Starting materials: CSC(=Nc1nc2ncc(Br)nc2s1)SC, O=C([O-])[O-], CC#N, Cl, Cl, [Cs+], [Cs+], NCC1(O)CN2CCC1CC2, O. Product: Brc1cnc2nc(NC3=NCC4(CN5CCC4CC5)O3)sc2n1. As a reaction SMILES: [Br:1][c:2]1[cH:3][n:4][c:5]2[c:6]([n:7]1)[s:8][c:9]([N:11]=[C:12]([S:13][CH3:14])[S:15][CH3:16])[n:10]2.[C:30](=[O:31])([O-:32])[O-:33].[CH3:36][C:37]#[N:38].[ClH:17].[ClH:18].[Cs+:34].[Cs+:35].[NH2:19][CH2:20][C:21]1([OH:29])[CH2:22][N:23]2[CH2:24][CH2:25][CH:26]1[CH2:27][CH2:28]2.[OH2:39]>>[Br:1][c:2]1[cH:3][n:4][c:5]2[c:6]([n:7]1)[s:8][c:9]([NH:11][C:12]1=[N:19][CH2:20][C:21]3([CH2:22][N:23]4[CH2:24][CH2:25][CH:26]3[CH2:27][CH2:28]4)[O:29]1)[n:10]2. Reactants: Cl (HCl), ClC=1C=C(C=CC1Cl)[C@@H]1C2=C(C(N[C@H]1C(=O)OC)=O)SC(=C2)N2CCOCC2 (methyl rel-(4R,5R)-4-(3,4-dichlorophenyl)-2-(morpholin-4-yl)-7-oxo-4,5,6,7-tetrahydrothieno[2,3-c]pyridine-5-carboxylate), [OH-].[Na+] (sodium hydroxide). Solvent: O1CCCC1 (tetrahydrofuran), O (water). Conditions: time 4 hour. The product is ClC=1C=C(C=CC1Cl)[C@@H]1C2=C(C(N[C@H]1C(=O)O)=O)SC(=C2)N2CCOCC2 (rel-(4R,5R)-4-(3,4-dichlorophenyl)-2-(morpholin-4-yl)-7-oxo-4,5,6,7-tetrahydrothieno[2,3-c]pyridine-5-carboxylic acid). As a reaction SMILES: [Cl:1][C:2]1[CH:3]=[C:4]([C@H:9]2[C@H:14]([C:15]([O:17]C)=[O:16])[NH:13][C:12](=[O:19])[C:11]3[S:20][C:21]([N:23]4[CH2:28][CH2:27][O:26][CH2:25][CH2:24]4)=[CH:22][C:10]2=3)[CH:5]=[CH:6][C:7]=1[Cl:8].[OH-].[Na+].Cl>O1CCCC1.O>[Cl:1][C:2]1[CH:3]=[C:4]([C@H:9]2[C@H:14]([C:15]([OH:17])=[O:16])[NH:13][C:12](=[O:19])[C:11]3[S:20][C:21]([N:23]4[CH2:24][CH2:25][O:26][CH2:27][CH2:28]4)=[CH:22][C:10]2=3)[CH:5]=[CH:6][C:7]=1[Cl:8] |f:1.2|. Procedure: A mixture of methyl rel-(4R,5R)-4-(3,4-dichlorophenyl)-2-(morpholin-4-yl)-7-oxo-4,5,6,7-tetrahydrothieno[2,3-c]pyridine-5-carboxylate (274.0 mg, 0.6208 mmol) in tetrahydrofuran (10.0 mL) and sodium hydroxide (4.50 mmol, 4.50 mmol) in water (4.50 g) was stirred at rt. After 4 h, the mixture was acidified by 1N HCl and the precipitate was collected as pure product (0.250 g, 94%). LCMS: (AA), ES+: 425, 427. The reactants are CCCCCBr, OCCCCCCCCCCCCO, [Na]. Product: CCCCCOCCCCCCCCCCCCO. RXN SMILES: [CH2:16]([CH2:17][CH2:18][CH2:19][CH3:20])[Br:21].[CH2:2]([CH2:3][CH2:4][CH2:5][CH2:6][CH2:7][CH2:8][CH2:9][CH2:10][CH2:11][CH2:12][CH2:13][OH:14])[OH:15].[Na:1]>>[CH2:2]([CH2:3][CH2:4][CH2:5][CH2:6][CH2:7][CH2:8][CH2:9][CH2:10][CH2:11][CH2:12][CH2:13][OH:14])[O:15][CH2:16][CH2:17][CH2:18][CH2:19][CH3:20]. Starting materials: CC(C)C(N)C(=O)O, [Na+], [OH-], O. Yields the product CC(C)C(N)C(=O)[O-], [Na+]. RXN SMILES: [CH3:1][CH:2]([CH3:3])[CH:4]([NH2:5])[C:6]([OH:7])=[O:8].[Na+:10].[OH-:9].[OH2:11]>>[CH3:1][CH:2]([CH3:3])[CH:4]([NH2:5])[C:6](=[O:7])[O-:8].[Na+:10]. Reactants: CN(C)Cc1c[nH]c2cccc([N+](=O)[O-])c12, N#C[K], CN(C)C=O, O. Product: N#CCc1c[nH]c2cccc([N+](=O)[O-])c12. RXN SMILES: [CH3:4][N:5]([CH2:6][c:7]1[cH:8][nH:9][c:10]2[cH:11][cH:12][cH:13][c:14]([N+:16](=[O:17])[O-:18])[c:15]12)[CH3:19].[K:1][C:2]#[N:3].[O:21]=[CH:22][N:23]([CH3:24])[CH3:25].[OH2:20]>>[C:2](#[N:3])[CH2:6][c:7]1[cH:8][nH:9][c:10]2[cH:11][cH:12][cH:13][c:14]([N+:16](=[O:17])[O-:18])[c:15]12.